From a dataset of the Open Reaction Database (ORD), a public repository of structured organic reaction records. describe an organic reaction: reactants, conditions, products, and yield Starting materials: N (ammonia), NC(=S)N (thiourea), Br.BrCC(=O)C=1C=NC=CC1 (3-bromoacetylpyridine hydrobromide). The solvent is O (water), O (water). Reaction conditions: time 1 hour. Yields the product N1=CC(=CC=C1)C=1N=C(SC1)N (4-(pyridin-3-yl)-thiazol-2-amine). Isolated yield 97.7%. As a reaction SMILES: [NH2:1][C:2]([NH2:4])=[S:3].Br.Br[CH2:7][C:8]([C:10]1[CH:11]=[N:12][CH:13]=[CH:14][CH:15]=1)=O.N>O>[N:12]1[CH:13]=[CH:14][CH:15]=[C:10]([C:8]2[N:1]=[C:2]([NH2:4])[S:3][CH:7]=2)[CH:11]=1 |f:1.2|. Reported procedure: A solution of thiourea (70,4 g) in water (265 ml) was added dropwise to a stirred solution of 3-bromoacetylpyridine hydrobromide (251,6 g) in water (1 1) over 15 minutes. The solution, which turned yellow and became quite hot, was allowed to stand for one hour, and was then basified by addition of aqueous ammonia. The resulting solid was filtered off, washed with water, and dried in vacuo at 65° C. to give 4-(pyridin-3-yl)-thiazol-2-amine, (155 g) Mp 200° C.